Dataset: the Open Reaction Database (ORD), a public repository of structured organic reaction records. Task: describe an organic reaction: reactants, conditions, products, and yield The reactants are C(C1=CC=CC=C1)N1[C@H](CN(CC1)CC1=CC=CC=C1)CN1C(C(NCC1)=O)(C)C (4-(((2R)-1,4-dibenzyl-2-piperazinyl)methyl)-3,3-dimethyl-2-piperazinone). Solvent: CO (MeOH). Product: CC1(C(NCCN1C[C@@H]1NCCNC1)=O)C (3,3-dimethyl-4-((2R)-2-piperazinylmethyl)-2-piperazinone). Yield: 97.0%. As a reaction SMILES: C([N:8]1[CH2:13][CH2:12][N:11](CC2C=CC=CC=2)[CH2:10][C@@H:9]1[CH2:21][N:22]1[CH2:27][CH2:26][NH:25][C:24](=[O:28])[C:23]1([CH3:30])[CH3:29])C1C=CC=CC=1>CO>[CH3:29][C:23]1([CH3:30])[N:22]([CH2:21][C@H:9]2[CH2:10][NH:11][CH2:12][CH2:13][NH:8]2)[CH2:27][CH2:26][NH:25][C:24]1=[O:28]. Reported procedure: 4-(((2R)-1,4-dibenzyl-2-piperazinyl)methyl)-3,3-dimethyl-2-piperazinone (0.500 g, 1.23 mmol) was dissolved in MeOH (25 mL). This solution was passed through an H-Cube™ flow hydrogenator (ThalesNano Technology, Budapest, Hungary) via the solvent inlet using a 10% Pd/C CatCart™ (30 mm cartridge length, source ThalesNano, pre-washed and hydrogenated at full H2 mode for 10 min at 1 mL/min) at 1 mL/min flow rate in full H2 mode at 60° C. The solution collected was concentrated in vacuo to give 3,3-di... Reactants: ClCCl, CC(COC(=O)Cl)c1ccccc1[N+](=O)[O-], NN. The product is CC(COC(=O)NN)c1ccccc1[N+](=O)[O-]. Reaction SMILES: [CH2:19]([Cl:20])[Cl:21].[Cl:1][C:2](=[O:3])[O:4][CH2:5][CH:6]([CH3:7])[c:8]1[c:9]([N+:14](=[O:15])[O-:16])[cH:10][cH:11][cH:12][cH:13]1.[NH2:17][NH2:18]>>[C:2](=[O:3])([O:4][CH2:5][CH:6]([CH3:7])[c:8]1[c:9]([N+:14](=[O:15])[O-:16])[cH:10][cH:11][cH:12][cH:13]1)[NH:17][NH2:18]. Reactants: CN[C@@H]1C[C@H]2O[C@@](C)([C@@H]1OC)n1c3ccccc3c3c4c(c5c6ccccc6n2c5c31)C(=O)NC4 (staurosporine), O=C1CCC(C1)n2cccn2. Reagents/catalysts: CC(C)[O-].CC(C)[O-].CC(C)[O-].CC(C)[O-].[Ti+4] (Ti(OiPr)4), CC(=O)O (acetic acid), CC(=O)O[BH-](OC(C)=O)OC(C)=O.[Na+] (Sodium triacetoxyborohydride). The solvent is CC(=O)N(C)C (DMA), CC(=O)N(C)C (DMA), CC(=O)N(C)C (DMA), CC(=O)N(C)C (DMA), CC(=O)N(C)C (DMA), CC(=O)N(C)C (DMA), CC(=O)N(C)C (DMA). Run at temperature 22 celsius, time 18 hour. Yields the product CO[C@@H]1[C@@H](C[C@H]2O[C@]1(C)n3c4ccccc4c5c6CNC(=O)c6c7c8ccccc8n2c7c35)N(C)C9CCC(C9)n%10cccn%10, CN[C@@H]1C[C@H]2O[C@@](C)([C@@H]1OC)n1c3ccccc3c3c4c(c5c6ccccc6n2c5c31)C(=O)NC4 (Staurosporine), c1ccc(-c2ccccc2)cc1 (biphenyl), OC1CCC(C1)n2cccn2. The reactants are CCOC(=O)OCC, CCO, CCOC(C)=O, Cl, N#CC=C(N)c1ccc(Cl)cc1Cl, [Na], O. Yields the product CCOC(=O)NC(=CC#N)c1ccc(Cl)cc1Cl. As a reaction SMILES: [C:15]([O:16][CH2:17][CH3:18])([O:19][CH2:21][CH3:22])=[O:20].[CH3:24][CH2:25][OH:26].[CH3:28][CH2:29][O:30][C:31](=[O:32])[CH3:33].[ClH:23].[NH2:2][C:3](=[CH:4][C:5]#[N:6])[c:7]1[c:8]([Cl:14])[cH:9][c:10]([Cl:13])[cH:11][cH:12]1.[Na:1].[OH2:27]>>[NH:2]([C:3](=[CH:4][C:5]#[N:6])[c:7]1[c:8]([Cl:14])[cH:9][c:10]([Cl:13])[cH:11][cH:12]1)[C:15]([O:16][CH2:17][CH3:18])=[O:19]. The reactants are C(C1=CC=CC=C1)(=O)O[C@H]1C[C@H](N(C1)C(=O)OC(C)(C)C)C(=O)OC ((2S,4S)-4-benzoyloxy-1-t-butoxycarbonyl-2-methoxycarbonylpyrrolidine), C([O-])([O-])=O.[K+].[K+] (potassium carbonate). Run in C(C)(=O)OCC (ethyl acetate), CO (methanol). Reaction conditions: time 1 hour. Product: C(C)(C)(C)OC(=O)N1[C@@H](C[C@@H](C1)O)C(=O)OC ((2S,4S)-1-t-butoxycarbonyl-4-hydroxy-2-methoxycarbonylpyrrolidine). Isolated yield 98.3%. RXN SMILES: C([O:9][C@@H:10]1[CH2:14][N:13]([C:15]([O:17][C:18]([CH3:21])([CH3:20])[CH3:19])=[O:16])[C@H:12]([C:22]([O:24][CH3:25])=[O:23])[CH2:11]1)(=O)C1C=CC=CC=1.C(=O)([O-])[O-].[K+].[K+]>CO.C(OCC)(=O)C>[C:18]([O:17][C:15]([N:13]1[CH2:14][C@@H:10]([OH:9])[CH2:11][C@H:12]1[C:22]([O:24][CH3:25])=[O:23])=[O:16])([CH3:21])([CH3:20])[CH3:19] |f:1.2.3|. Procedure: To a solution of (2S,4S)-4-benzoyloxy-1-t-butoxycarbonyl-2-methoxycarbonylpyrrolidine (30.0 g) in methanol (600 ml) was added potassium carbonate (11.9 g) and the mixture was stirred at room temperature for 1 hour. The solution was diluted with ethyl acetate (1 l) and washed with water. The organic phase was washed with brine. The aqueous phase was saturated with sodium chloride, extracted with chloroform and washed with brine. The combined organic extracts were dried over magnesium sulfate and ... Solvent: ClCCl (dichloromethane), CO (methanol). Yields the product O1CCC(CC1)N1C[C@@H](CC1)NC(CC1=NC2=C(N1)C(=CC=C2)C(F)(F)F)=O (N-[(3R)-1-(tetrahydro-2H-pyran-4-yl)pyrrolidin-3-yl]-2-[7-(trifluoromethyl)-1H-benzimidazol-2-yl]acetamide). Procedure: To a solution of N-[(3R)-pyrrolidin-3-yl]-2-[4-(trifluoromethyl)-1H-benzimidazol-2-yl]acetamide (1.0 equiv) in methanol (0.500 M) at room temperature was added tetrahydro-4H-pyran-4-one (1.25 equiv.) followed by sodium triacetoxyborohydride (4 equiv); the reaction mixture was stirred for 16 hours. To the mixture was added NaHCO3 (sat. aq., 10 mL) and dichloromethane (10 mL). The organic layer was separated and the aqueous layer was washed with an addition portion of dichloromethane (10 mL). The ... Conditions: time 16 hour. RXN SMILES: [NH:1]1[CH2:5][CH2:4][C@@H:3]([NH:6][C:7](=[O:22])[CH2:8][C:9]2[NH:13][C:12]3[CH:14]=[CH:15][CH:16]=[C:17]([C:18]([F:21])([F:20])[F:19])[C:11]=3[N:10]=2)[CH2:2]1.[O:23]1[CH2:28][CH2:27][C:26](=O)[CH2:25][CH2:24]1.C(O[BH-](OC(=O)C)OC(=O)C)(=O)C.[Na+].C([O-])(O)=O.[Na+]>CO.ClCCl>[O:23]1[CH2:28][CH2:27][CH:26]([N:1]2[CH2:5][CH2:4][C@@H:3]([NH:6][C:7](=[O:22])[CH2:8][C:9]3[NH:10][C:11]4[C:17]([C:18]([F:19])([F:20])[F:21])=[CH:16][CH:15]=[CH:14][C:12]=4[N:13]=3)[CH2:2]2)[CH2:25][CH2:24]1 |f:2.3,4.5|. Starting materials: C(=O)(O)[O-].[Na+] (NaHCO3), N1C[C@@H](CC1)NC(CC1=NC2=C(N1)C=CC=C2C(F)(F)F)=O (N-[(3R)-pyrrolidin-3-yl]-2-[4-(trifluoromethyl)-1H-benzimidazol-2-yl]acetamide), O1CCC(CC1)=O (tetrahydro-4H-pyran-4-one), C(C)(=O)O[BH-](OC(C)=O)OC(C)=O.[Na+] (sodium triacetoxyborohydride).